From a dataset of the Open Reaction Database (ORD), a public repository of structured organic reaction records. describe an organic reaction: reactants, conditions, products, and yield Reactants: [Al+3], COc1cc([N+](=O)[O-])ccc1Br, [Cl-], [Cl-], [Cl-], ClCCl, Cl. The product is O=[N+]([O-])c1ccc(Br)c(O)c1. Reaction SMILES: [Al+3:14].[Br:1][c:2]1[c:3]([O:11][CH3:12])[cH:4][c:5]([N+:8](=[O:9])[O-:10])[cH:6][cH:7]1.[Cl-:13].[Cl-:15].[Cl-:16].[Cl:18][CH2:19][Cl:20].[ClH:17]>>[Br:1][c:2]1[c:3]([OH:11])[cH:4][c:5]([N+:8](=[O:9])[O-:10])[cH:6][cH:7]1.